Task: describe an organic reaction: reactants, conditions, products, and yield. Dataset: the Open Reaction Database (ORD), a public repository of structured organic reaction records Reactants: CC(O)C1=C(C=CC=C1)N (methyl-2-aminophenyl carbinol), C(#N)[BH3-].[Na+] (Sodium cyanoborohydride), C(=O)(OC(C)(C)C)N1CCC(CC1)=O (N-Boc-4-piperidone), C(C)(=O)O (acetic acid). Run in CO (methanol). Run at time 18 hour. Yields the product CC(O)C1=C(C=CC=C1)NC1CCN(CC1)C(=O)OC(C)(C)C (methyl-(2-(1-Boc-4-piperidinylamino)phenyl) carbinol). RXN SMILES: [CH3:1][CH:2]([C:4]1[CH:9]=[CH:8][CH:7]=[CH:6][C:5]=1[NH2:10])[OH:3].[C:11]([N:18]1[CH2:23][CH2:22][C:21](=O)[CH2:20][CH2:19]1)([O:13][C:14]([CH3:17])([CH3:16])[CH3:15])=[O:12].C(O)(=O)C.C([BH3-])#N.[Na+]>CO>[CH3:1][CH:2]([C:4]1[CH:9]=[CH:8][CH:7]=[CH:6][C:5]=1[NH:10][CH:21]1[CH2:22][CH2:23][N:18]([C:11]([O:13][C:14]([CH3:17])([CH3:16])[CH3:15])=[O:12])[CH2:19][CH2:20]1)[OH:3] |f:3.4|. Procedure: Methyl-2-aminophenyl carbinol from Step 1 above (0.86 g, 6.3 mmol), N-Boc-4-piperidone (2.5 g, 12.6 mmol), and acetic acid (1.08 mL, 1.13 g, 18.9 mmol) were combined in methanol (10 mL). Sodium cyanoborohydride (0.79 g, 12.5 mmol) was added in portions, and the mixture was stirred at ambient temperature for 18 hours. The mixture was concentrated in vacuo. Ethyl acetate (100 mL) was added to the residue and the resulting mixture was washed with saturated aqueous sodium bicarbonate, dried over sod... The reactants are C1(=CC=CC=C1)N1N=C(C=C1C1=CC=CC=C1)CCC=O (3-(1,5-diphenyl-1H-pyrazol-3-yl)propanal), [BH-](OC(=O)C)(OC(=O)C)OC(=O)C.[Na+] (NaBH(OAc)3), CC1=C(C=CC=C1C)N1CCNCC1 (1-(2,3-dimethylphenyl)piperazine), CCN(C(C)C)C(C)C (DIPEA). The product is CC1=C(C=CC=C1C)N1CCN(CC1)CCCC1=NN(C(=C1)C1=CC=CC=C1)C1=CC=CC=C1 (1-(2,3-dimethylphenyl)-4-(3-(1,5-diphenyl-1H-pyrazol-3-yl)propyl)piperazine). Reaction SMILES: [C:1]1([N:7]2[C:11]([C:12]3[CH:17]=[CH:16][CH:15]=[CH:14][CH:13]=3)=[CH:10][C:9]([CH2:18][CH2:19][CH:20]=O)=[N:8]2)[CH:6]=[CH:5][CH:4]=[CH:3][CH:2]=1.[CH3:22][C:23]1[C:28]([CH3:29])=[CH:27][CH:26]=[CH:25][C:24]=1[N:30]1[CH2:35][CH2:34][NH:33][CH2:32][CH2:31]1.CCN(C(C)C)C(C)C.[BH-](OC(C)=O)(OC(C)=O)OC(C)=O.[Na+]>>[CH3:22][C:23]1[C:28]([CH3:29])=[CH:27][CH:26]=[CH:25][C:24]=1[N:30]1[CH2:31][CH2:32][N:33]([CH2:20][CH2:19][CH2:18][C:9]2[CH:10]=[C:11]([C:12]3[CH:17]=[CH:16][CH:15]=[CH:14][CH:13]=3)[N:7]([C:1]3[CH:6]=[CH:5][CH:4]=[CH:3][CH:2]=3)[N:8]=2)[CH2:34][CH2:35]1 |f:3.4|. Reported procedure: 77 mg (81%) of target compound was obtained by using a method same as in Example 1 by using 3-(1,5-diphenyl-1H-pyrazol-3-yl)propanal (64 mg, 0.231 mmol), 1-(2,3-dimethylphenyl)piperazine (40 mg, 0.210 mmol), DIPEA (0.037 mL, 0.210 mmol) and NaBH(OAc)3 (156 mg, 0.735 mmol).